This data is from the Open Reaction Database (ORD), a public repository of structured organic reaction records. The task is: describe an organic reaction: reactants, conditions, products, and yield Reactants: [Si](C)(C)(C(C)(C)C)OCCCN1C(N(C2=C(C1=O)C=C(N=C2)OC2=CC(=CC=C2)Cl)C)=O (3-(3-(tert-butyldimethylsilyloxy)propyl)-6-(3-chlorophenoxy)-1-methyl pyrido[3,4-d]pyrimidine-2,4(1H,3H)-dione), [Li+].CC(C)[N-]C(C)C (LDA), ClC1=CC=C(C=O)C=C1 (4-chlorobenzaldehyde). The solvent is C1CCOC1 (THF), C1CCOC1 (THF). Conditions: temperature -78 celsius, time 1 hour. Product: [Si](C)(C)(C(C)(C)C)OCCCN1C(N(C2=C(C1=O)C(=C(N=C2)OC2=CC(=CC=C2)Cl)C(O)C2=CC=C(C=C2)Cl)C)=O (3-(3-(tert-butyldimethylsilyloxy)propyl)-6-(3-chlorophenoxy)-5-((4-chlorophenyl)(hydroxy)methyl)-1-methylpyrido[3,4-d]pyrimidine-2,4(1H,3H)-dione). The yield is 28.8%. As a reaction SMILES: [Si:1]([O:8][CH2:9][CH2:10][CH2:11][N:12]1[C:17](=[O:18])[C:16]2[CH:19]=[C:20]([O:23][C:24]3[CH:29]=[CH:28][CH:27]=[C:26]([Cl:30])[CH:25]=3)[N:21]=[CH:22][C:15]=2[N:14]([CH3:31])[C:13]1=[O:32])([C:4]([CH3:7])([CH3:6])[CH3:5])([CH3:3])[CH3:2].[Li+].CC([N-]C(C)C)C.[Cl:41][C:42]1[CH:49]=[CH:48][C:45]([CH:46]=[O:47])=[CH:44][CH:43]=1>C1COCC1>[Si:1]([O:8][CH2:9][CH2:10][CH2:11][N:12]1[C:17](=[O:18])[C:16]2[C:19]([CH:46]([C:45]3[CH:48]=[CH:49][C:42]([Cl:41])=[CH:43][CH:44]=3)[OH:47])=[C:20]([O:23][C:24]3[CH:29]=[CH:28][CH:27]=[C:26]([Cl:30])[CH:25]=3)[N:21]=[CH:22][C:15]=2[N:14]([CH3:31])[C:13]1=[O:32])([C:4]([CH3:6])([CH3:7])[CH3:5])([CH3:3])[CH3:2] |f:1.2|. Reported procedure: To a solution of 3-(3-(tert-butyldimethylsilyloxy)propyl)-6-(3-chlorophenoxy)-1-methyl pyrido[3,4-d]pyrimidine-2,4(1H,3H)-dione (150 mg, 0.315 mmol) in THF (4 mL) at −78° C. was added LDA (2.0 M in THF, 0.79 mL, 1.58 mmol) dropwise. The reaction was stirred at −78° C. for 1 h then a solution of 4-chlorobenzaldehyde (88 mg, 0.625 mmol) in THF (1 mL) was added. The reaction was stirred at −78° C. for 30 min, quenched with aq. NH4Cl (3 mL) then diluted EA (20 mL) and water (20 mL). The organic laye... Starting materials: C(C)(C)(C)OC(=O)N1C[C@@H](CCC1)CC(=O)OCC (Ethyl (S)-(1-tert-butoxycarbonylpiperidin-3-yl)acetate), FC(C(=O)O)(F)F (trifluoroacetic acid). Solvent: ClCCl (dichloromethane). Product: N1C[C@@H](CCC1)CC(=O)OCC (Ethyl (S)-piperidin-3-ylacetate). As a reaction SMILES: C(OC([N:8]1[CH2:13][CH2:12][CH2:11][C@@H:10]([CH2:14][C:15]([O:17][CH2:18][CH3:19])=[O:16])[CH2:9]1)=O)(C)(C)C.FC(F)(F)C(O)=O>ClCCl>[NH:8]1[CH2:13][CH2:12][CH2:11][C@@H:10]([CH2:14][C:15]([O:17][CH2:18][CH3:19])=[O:16])[CH2:9]1. Reported procedure: 280 mg (1.03 mmol) of ethyl (S)-(1-tert-butoxycarbonylpiperidin-3-yl)acetate (Example 16A) are stirred with 2 ml of dichloromethane and 2 ml of trifluoroacetic acid at RT for 1 h. The volatile components are removed on a rotary evaporator and the residue is dried under high vacuum. The resulting oil (290 mg, 99% of theory) is reacted further as it is. Reactants: FC1=C2CCCC(C2=CC=C1)=O (5-fluoro-3,4-dihydro-2H-naphthalen-1-one), ice water, [H-].[Na+] (sodium hydride), C(C)OP(=O)(OCC)CC(=O)OCC (ethyl diethylphosphonoacetate). Run in C1(=CC=CC=C1)C (toluene), C1(=CC=CC=C1)C (toluene). Reaction conditions: time 45 minute. Product: FC1=C2CCCC(C2=CC=C1)=CC(=O)OCC (ethyl (5-fluoro-3,4-dihydro-2H-naphthalen-1-ylidene)acetate). As a reaction SMILES: [H-].[Na+].C(OP([CH2:11][C:12]([O:14][CH2:15][CH3:16])=[O:13])(OCC)=O)C.[F:17][C:18]1[CH:27]=[CH:26][CH:25]=[C:24]2[C:19]=1[CH2:20][CH2:21][CH2:22][C:23]2=O>C1(C)C=CC=CC=1>[F:17][C:18]1[CH:27]=[CH:26][CH:25]=[C:24]2[C:19]=1[CH2:20][CH2:21][CH2:22][C:23]2=[CH:11][C:12]([O:14][CH2:15][CH3:16])=[O:13] |f:0.1|. Procedure details: To a suspension of 60% sodium hydride (4.12 g) in toluene (200 ml) was added dropwise ethyl diethylphosphonoacetate (20.4 ml) under ice-cooling, and the mixture was stirred at room temperature for 45 min. Then, a solution of 5-fluoro-3,4-dihydro-2H-naphthalen-1-one (15.3 g) in toluene (50 ml) was added dropwise, and the mixture was stirred at 80° C. for 2 hr. After cooling to room temperature, the reaction mixture was poured into ice water, and the mixture was extracted with toluene. The extract... The reactants are [Br-], OB(O)c1ccc(C(F)(F)F)cc1, O=C1NCCc2c(-c3ccccc3)[nH]c3cccc1c23. Product: O=C1NCCc2c(-c3ccc(C(F)(F)F)cc3)[nH]c3cccc1c23. Reaction SMILES: [Br-:21].[F:22][C:23]([c:24]1[cH:25][cH:26][c:27]([B:28]([OH:29])[OH:30])[cH:31][cH:32]1)([F:33])[F:34].[c:1]1(-[c:7]2[nH:8][c:9]3[cH:10][cH:11][cH:12][c:13]4[c:14]3[c:15]2[CH2:16][CH2:17][NH:18][C:19]4=[O:20])[cH:2][cH:3][cH:4][cH:5][cH:6]1>>[c:1]1(-[c:7]2[nH:8][c:9]3[cH:10][cH:11][cH:12][c:13]4[c:14]3[c:15]2[CH2:16][CH2:17][NH:18][C:19]4=[O:20])[cH:2][cH:3][c:4]([C:23]([F:22])([F:33])[F:34])[cH:5][cH:6]1. Starting materials: OC1=C2C(C=C(C(C2=CC=C1)=O)C1=C(C(=O)O)C=C(C=C1OC)C)=O (2-(5-hydroxy-1,4-naphthoquinon-2-yl)-3-methoxy-5-methylbenzoic acid), C(C)OCC (diethyl ether), [N+](=[N-])=C (diazomethane). Solvent: CO (methanol). The product is OC1=C2C(C=C(C(C2=CC=C1)=O)C1=C(C(=O)OC)C=C(C=C1OC)C)=O (methyl 2-(5-hydroxy-1,4-naphthoquinon-2-yl)-3-methoxy-5-methylbenzoate). RXN SMILES: [OH:1][C:2]1[CH:11]=[CH:10][CH:9]=[C:8]2[C:3]=1[C:4](=[O:25])[CH:5]=[C:6]([C:13]1[C:21]([O:22][CH3:23])=[CH:20][C:19]([CH3:24])=[CH:18][C:14]=1[C:15]([OH:17])=[O:16])[C:7]2=[O:12].[CH2:26](OCC)C.[N+](=C)=[N-]>CO>[OH:1][C:2]1[CH:11]=[CH:10][CH:9]=[C:8]2[C:3]=1[C:4](=[O:25])[CH:5]=[C:6]([C:13]1[C:21]([O:22][CH3:23])=[CH:20][C:19]([CH3:24])=[CH:18][C:14]=1[C:15]([O:17][CH3:26])=[O:16])[C:7]2=[O:12]. Procedure: In methanol (50 ml) was dissolved 2-(5-hydroxy-1,4-naphthoquinon-2-yl)-3-methoxy-5-methylbenzoic acid (1 g) as obtained in Example 15, followed by addition of a diethyl ether solution of diazomethane (20 ml). The mixture was allowed to stand at room temperature for an hour, after which the diethyl ether and methanol were distilled off. The residue was subjected to silical gel chromatography and recrystallized from diethyl ether-n-hexane. The procedure yielded yellow crystals (500 mg) of methyl 2... Reactants: CCCN(C)C(=O)c1cc(C(=O)OCC)cc(C(=O)N2CCCC2C)c1, C1CCOC1, [Li+], [OH-], O. Yields the product CCCN(C)C(=O)c1cc(C(=O)O)cc(C(=O)N2CCCC2C)c1. RXN SMILES: [CH2:1]([CH3:2])[O:3][C:4]([c:5]1[cH:6][c:7]([C:8](=[O:9])[N:10]([CH2:11][CH2:12][CH3:13])[CH3:14])[cH:15][c:16]([C:18](=[O:19])[N:20]2[CH:21]([CH3:25])[CH2:22][CH2:23][CH2:24]2)[cH:17]1)=[O:26].[CH2:29]1[O:30][CH2:31][CH2:32][CH2:33]1.[Li+:27].[OH-:28].[OH2:34]>>[O:3]=[C:4]([c:5]1[cH:6][c:7]([C:8](=[O:9])[N:10]([CH2:11][CH2:12][CH3:13])[CH3:14])[cH:15][c:16]([C:18](=[O:19])[N:20]2[CH:21]([CH3:25])[CH2:22][CH2:23][CH2:24]2)[cH:17]1)[OH:26]. Reactants: [F-].C(CCC)[N+](CCCC)(CCCC)CCCC (tetra-butyl ammonium fluoride), C(CN)N (ethylene diamine), ClC=1C(=C(N(C1C)COCC[Si](C)(C)C)C(=O)N[C@H]1[C@H](CN(CC1)C(=O)OC(C)(C)C)F)F (tert-butyl (3S,4R)-4-{[(4-chloro-3-fluoro-5-methyl-1-{[2-(trimethylsilyl)ethoxy]methyl}-1H-pyrrol-2-yl)carbonyl]amino}-3-fluoropiperidine-1-carboxylate), ClC=1C(=C(N(C1C)COCC[Si](C)(C)C)C(=O)N[C@H]1[C@H](CN(CC1)C(=O)OC(C)(C)C)F)F (tert-butyl (3S,4R)-4-{[(4-chloro-3-fluoro-5-methyl-1-{[2-(trimethylsilyl)ethoxy]methyl}-1H-pyrrol-2-yl)carbonyl]amino}-3-fluoropiperidine-1-carboxylate). Run in C1CCOC1 (THF), C(C)(=O)OCC (ethyl acetate). Reaction conditions: temperature 50 celsius. The product is ClC=1C(=C(NC1C)C(=O)N[C@H]1[C@H](CN(CC1)C(=O)OC(C)(C)C)F)F (tert-butyl (3S,4R)-4-{[(4-chloro-3-fluoro-5-methyl-1H-pyrrol-2-yl)carbonyl]amino}-3-fluoropiperidine-1-carboxylate). Isolated yield 91.0%. As a reaction SMILES: [Cl:1][C:2]1[C:3]([F:33])=[C:4]([C:16]([NH:18][C@@H:19]2[CH2:24][CH2:23][N:22]([C:25]([O:27][C:28]([CH3:31])([CH3:30])[CH3:29])=[O:26])[CH2:21][C@@H:20]2[F:32])=[O:17])[N:5](COCC[Si](C)(C)C)[C:6]=1[CH3:7].[F-].C([N+](CCCC)(CCCC)CCCC)CCC.C(N)CN>C1COCC1.C(OCC)(=O)C>[Cl:1][C:2]1[C:3]([F:33])=[C:4]([C:16]([NH:18][C@@H:19]2[CH2:24][CH2:23][N:22]([C:25]([O:27][C:28]([CH3:29])([CH3:30])[CH3:31])=[O:26])[CH2:21][C@@H:20]2[F:32])=[O:17])[NH:5][C:6]=1[CH3:7] |f:1.2|. Procedure details: tert-butyl (3S,4R)-4-{[(4-chloro-3-fluoro-5-methyl-1-{[2-(trimethylsilyl)ethoxy]methyl}-1H-pyrrol-2-yl)carbonyl]amino}-3-fluoropiperidine-1-carboxylate (Intermediate 259, 80 mg, 0.16 mmol) was dissolved in anhydrous THF (6 ml), followed by the addition of tetra-butyl ammonium fluoride (1 ml, 1M in THF) and ethylene diamine (1 mmol), the mixture was then stirred at 50° C. over night. After cooling down to room temperature, the reaction mixture was diluted with ethyl acetate (20 ml) and washed wit... The reactants are ClCCl, NCCCCC(=O)O, O=S(=O)(Cl)Cl, c1ccc(-c2ccccc2)cc1, c1ccncc1. The product is O=C(O)CCCCNS(=O)(=O)c1ccc(-c2ccccc2)cc1. As a reaction SMILES: [Cl:32][CH2:33][Cl:34].[NH2:18][CH2:19][CH2:20][CH2:21][CH2:22][C:23](=[O:24])[OH:25].[S:1](=[O:2])(=[O:3])([Cl:4])[Cl:5].[c:6]1(-[c:12]2[cH:13][cH:14][cH:15][cH:16][cH:17]2)[cH:7][cH:8][cH:9][cH:10][cH:11]1.[cH:26]1[cH:27][cH:28][n:29][cH:30][cH:31]1>>[S:1](=[O:2])(=[O:3])([c:9]1[cH:8][cH:7][c:6](-[c:12]2[cH:13][cH:14][cH:15][cH:16][cH:17]2)[cH:11][cH:10]1)[NH:18][CH2:19][CH2:20][CH2:21][CH2:22][C:23](=[O:24])[OH:25].